This data is from the Open Reaction Database (ORD), a public repository of structured organic reaction records. The task is: describe an organic reaction: reactants, conditions, products, and yield The reactants are CC(=O)O, COC(=O)C(C)Oc1ncccc1Oc1cc(-n2c(=O)cc(C(F)(F)F)n(C)c2=O)c(F)cc1[N+](=O)[O-], [Fe], O. Product: COC(=O)C(C)Oc1ncccc1Oc1cc(-n2c(=O)cc(C(F)(F)F)n(C)c2=O)c(F)cc1N. RXN SMILES: [CH3:39][C:40](=[O:41])[OH:42].[F:2][c:3]1[cH:4][c:5]([N+:36]([O-:37])=[O:38])[c:6]([O:7][c:8]2[c:9]([O:14][CH:15]([CH3:16])[C:17](=[O:18])[O:19][CH3:20])[n:10][cH:11][cH:12][cH:13]2)[cH:21][c:22]1-[n:23]1[c:24](=[O:35])[n:25]([CH3:34])[c:26]([C:30]([F:31])([F:32])[F:33])[cH:27][c:28]1=[O:29].[Fe:43].[OH2:1]>>[F:2][c:3]1[cH:4][c:5]([NH2:36])[c:6]([O:7][c:8]2[c:9]([O:14][CH:15]([CH3:16])[C:17](=[O:18])[O:19][CH3:20])[n:10][cH:11][cH:12][cH:13]2)[cH:21][c:22]1-[n:23]1[c:24](=[O:35])[n:25]([CH3:34])[c:26]([C:30]([F:31])([F:32])[F:33])[cH:27][c:28]1=[O:29].